This data is from the Open Reaction Database (ORD), a public repository of structured organic reaction records. The task is: describe an organic reaction: reactants, conditions, products, and yield Reaction conditions: temperature 110 celsius, time 10 minute. Procedure: A vial was charged with (S)-2-amino-1′-bromo-7′-(pyridin-3-yl)-5H-spiro[oxazole-4,9′-xanthen]-2′-ol (163 mg, 0.384 mmol), cesium carbonate (375 mg, 1.152 mmol), and DMF (2.0 mL). The mixture was stirred for 10 min, then 1-iodo-2,2-dimethylpropane (102 μL, 0.768 mmol) was added. The vial was sealed and heated in a Biotage Initiator microwave reactor for 2 h at 110° C. LCMS at this time shows no starting material and mainly desired product. The mixture was partitioned between water and EtOAc. Brin... Product: BrC1=C(C=CC=2OC3=CC=C(C=C3[C@@]3(C12)N=C(OC3)N)C=3C=NC=CC3)OCC(C)(C)C ((S)-1′-bromo-2′-(neopentyloxy)-7′-(pyridin-3-yl)-5H-spiro[oxazole-4,9′-xanthen]-2-amine). Starting materials: NC=1OC[C@@]2(C3=CC(=CC=C3OC=3C=CC(=C(C23)Br)O)C=2C=NC=CC2)N1 ((S)-2-amino-1′-bromo-7′-(pyridin-3-yl)-5H-spiro[oxazole-4,9′-xanthen]-2′-ol), C([O-])([O-])=O.[Cs+].[Cs+] (cesium carbonate), ICC(C)(C)C (1-iodo-2,2-dimethylpropane). Run in CN(C)C=O (DMF). As a reaction SMILES: [NH2:1][C:2]1[O:3][CH2:4][C@@:5]2([N:27]=1)[C:18]1[C:17]([Br:19])=[C:16]([OH:20])[CH:15]=[CH:14][C:13]=1[O:12][C:11]1[C:6]2=[CH:7][C:8]([C:21]2[CH:22]=[N:23][CH:24]=[CH:25][CH:26]=2)=[CH:9][CH:10]=1.C(=O)([O-])[O-].[Cs+].[Cs+].I[CH2:35][C:36]([CH3:39])([CH3:38])[CH3:37]>CN(C=O)C>[Br:19][C:17]1[C:18]2[C@:5]3([CH2:4][O:3][C:2]([NH2:1])=[N:27]3)[C:6]3[C:11](=[CH:10][CH:9]=[C:8]([C:21]4[CH:22]=[N:23][CH:24]=[CH:25][CH:26]=4)[CH:7]=3)[O:12][C:13]=2[CH:14]=[CH:15][C:16]=1[O:20][CH2:35][C:36]([CH3:39])([CH3:38])[CH3:37] |f:1.2.3|.